This data is from the Open Reaction Database (ORD), a public repository of structured organic reaction records. The task is: describe an organic reaction: reactants, conditions, products, and yield The reactants are NC1=CC=C(C=C1)C(CO)CO (2-(4-aminophenyl)propane-1,3-diol), OC1=CC=C(C=2C(C3=C(C=CC(=C3C(C12)=O)O)[N+](=O)[O-])=O)[N+](=O)[O-] (1,8-dihydroxy-4,5-dinitroanthraquinone), mixture, NC1=CC=C(C=C1)C (4-toluidine), NC1=CC=C(C=C1)CCO (2-(4-aminophenyl)-ethanol), COCCOCCO (diethylene glycol monomethyl ether). Reaction conditions: temperature 130 celsius, time 6 hour. Product: C=1C=CC(=CC1)CCO (phenylethanol). RXN SMILES: OC1C2C(=O)C3C(=C([N+]([O-])=O)C=CC=3O)C(=O)C=2C([N+]([O-])=O)=CC=1.N[C:26]1[CH:31]=[CH:30][C:29]([CH2:32][CH2:33][OH:34])=[CH:28][CH:27]=1.NC1C=CC(C(CO)CO)=CC=1.NC1C=CC(C)=CC=1.COCCOCCO>>[CH:26]1[CH:27]=[CH:28][C:29]([CH2:32][CH2:33][OH:34])=[CH:30][CH:31]=1. Procedure: A mixture of 19.4 g of 1,8-dihydroxy-4,5-dinitroanthraquinone, 25.0 g of a mixture consisting of about 72 % of 2-(4-aminophenyl)-ethanol, about 22 % of 2-(4-aminophenyl)propane-1,3-diol, about 3 % of 4-toluidine and by-products, and 140 g of diethylene glycol monomethyl ether is heated to 130° C. over a period of 2.5 hours. Stirring at 130-135° C. is continued for 6 hours, during which the water of the reaction is separated off by distillation. The reaction mixture is cooled to 100° C. and stirr... The reactants are OC1=CC=C(C(=S)N)C=C1 (4-hydroxy-thiobenzamide), C(C)(C)(C)OC(=O)NC=1C=CC(=C(C(=O)O)C1)OC(C)(C)C (5-tert-Butoxycarbonylamino-2-tert-butoxy-benzoic acid), OC1=CC=CC=2NN=NC21 (hydroxybenzotriazole), C1CCC(CC1)N=C=NC2CCCCC2 (DCC). The solvent is CN(C=O)C (dimethylformamide), C(C)(=O)OCC (ethyl acetate). Conditions: temperature 0 celsius, time 1 hour. The product is C(N)(=S)C1=CC=C(C=C1)OC(C1=C(C=CC(=C1)N)O)=O (5-Amino-2-hydroxy-benzoic acid 4-thiocarbamoyl-phenyl ester), crude residue. The yield is 48.0%. As a reaction SMILES: C(OC([NH:8][C:9]1[CH:10]=[CH:11][C:12]([O:18]C(C)(C)C)=[C:13]([CH:17]=1)[C:14]([OH:16])=[O:15])=O)(C)(C)C.OC1C2N=NNC=2C=CC=1.C1CCC(N=C=NC2CCCCC2)CC1.O[C:49]1[CH:57]=[CH:56][C:52]([C:53]([NH2:55])=[S:54])=[CH:51][CH:50]=1>CN(C)C=O.C(OCC)(=O)C>[C:53]([C:52]1[CH:56]=[CH:57][C:49]([O:16][C:14](=[O:15])[C:13]2[CH:17]=[C:9]([NH2:8])[CH:10]=[CH:11][C:12]=2[OH:18])=[CH:50][CH:51]=1)(=[S:54])[NH2:55]. Reported procedure: To the solution of 4- or 5-tert-butoxycarbonylamino-2-hydroxy-benzoic acid (2) (3.0 mmol) in 50 mL of dimethylformamide, hydroxybenzotriazole (3.3 mmol) and DCC (3.3 mmol) were added with stirring at 0° C. for 1 h. To the reaction mixture, 4-hydroxy-thiobenzamide (3.0 mmol) was added and stirred mechanically for 3 h at 0°C. and 72 h at room temperature. After filtration, the filtrate was evaporated under reduced pressure to remove the solvent. The oily residue thus obtained was dissolved in ethy... Reactants: NNC(=S)N (Thiosemicarbazide), ClCCCC(=O)C1=CC=C(C=C1)OC (4-chloro-4'-methoxybutyrophenone). The solvent is CO (methanol), Cl (HCl), O (water). Conditions: time 3 day. The product is COC1=CC=C(C=C1)C(CCCCl)=NNC(N)=S (2-[1-(4-Methoxy-phenyl)-4-chloro-butylidene]-hydrazinecarbothioamide). Yield: 63.0%. RXN SMILES: [NH2:1][NH:2][C:3]([NH2:5])=[S:4].[Cl:6][CH2:7][CH2:8][CH2:9][C:10]([C:12]1[CH:17]=[CH:16][C:15]([O:18][CH3:19])=[CH:14][CH:13]=1)=O>CO.Cl.O>[CH3:19][O:18][C:15]1[CH:16]=[CH:17][C:12]([C:10](=[N:1][NH:2][C:3](=[S:4])[NH2:5])[CH2:9][CH2:8][CH2:7][Cl:6])=[CH:13][CH:14]=1. Reported procedure: Thiosemicarbazide (6.4 g, 70 mmol) was added under nitrogen to a solution of 4-chloro-4'-methoxybutyrophenone (10.0 g, 47 mmol) in 150 mL of methanol plus 12.7 mL of 1 N HCl plus 11.8 mL of water and the reaction stirred for approximately three days (over the weekend). The solid formed was collected by filtration and dissolved in methylene chloride. The organic solution was washed multiple times with water, dried (MgSO4) and the solvent removed under reduced pressure to give a white solid. Recry...